Dataset: the Open Reaction Database (ORD), a public repository of structured organic reaction records. Task: describe an organic reaction: reactants, conditions, products, and yield Reactants: C[Si](C)(C)[N-][Si](C)(C)C.[Na+] (sodium bistrimethylsilylamide), C1CCOC1 (THF), C1CCOC1 (THF), n-benzyl-benzenesulfonyloxaziridine, C1CCOC1 (THF), [Si](C)(C)(C(C)(C)C)O[C@H]1CC[C@H](CC1)CC(=O)OCC1=CC=CC=C1 (benzyl 2-(cis-4-((tert-butyldimethylsilyl)oxy)cyclohexyl)acetate), C1CCOC1 (THF). Run at temperature -78 celsius, time 30 minute. Yields the product [Si](C)(C)(C(C)(C)C)O[C@H]1CC[C@H](CC1)C(C(=O)OCC1=CC=CC=C1)O (Benzyl 2-(cis-4-((tert-butyldimethylsilyl)oxy)cyclohexyl)-2-hydroxyacetate). Isolated yield 63.0%. Reaction SMILES: C[Si]([N-][Si](C)(C)C)(C)C.[Na+].[Si:11]([O:18][C@@H:19]1[CH2:24][CH2:23][C@H:22]([CH2:25][C:26]([O:28][CH2:29][C:30]2[CH:35]=[CH:34][CH:33]=[CH:32][CH:31]=2)=[O:27])[CH2:21][CH2:20]1)([C:14]([CH3:17])([CH3:16])[CH3:15])([CH3:13])[CH3:12].C1C[O:39]CC1>>[Si:11]([O:18][C@@H:19]1[CH2:20][CH2:21][C@H:22]([CH:25]([OH:39])[C:26]([O:28][CH2:29][C:30]2[CH:35]=[CH:34][CH:33]=[CH:32][CH:31]=2)=[O:27])[CH2:23][CH2:24]1)([C:14]([CH3:16])([CH3:17])[CH3:15])([CH3:13])[CH3:12] |f:0.1|. Reported procedure: A 1.0 M sodium bistrimethylsilylamide solution in THF (3.3 ml, 3.25 mmol) was added to anhydrous THF (5.0 ml), and the mixture was cooled to −78° C. A solution of benzyl 2-(cis-4-((tert-butyldimethylsilyl)oxy)cyclohexyl)acetate (1.0 g, 2.76 mmol) in anhydrous THF (10 ml) was added dropwise to the mixture over 20 min. The mixture was stirred at −78° C. for 30 min, and a solution of n-benzyl-benzenesulfonyloxaziridine (860 mg, 3.25 mmol) in anhydrous THF (7 ml) was added dropwise over 30 min. The ...